Task: describe an organic reaction: reactants, conditions, products, and yield. Dataset: the Open Reaction Database (ORD), a public repository of structured organic reaction records The reactants are BrC1=C2C=C(CC2=CC=C1)C(C)C (4-bromo-2-isopropyl-1H-indene), [Li]CCCC (nBuLi), O (water), Cl[Si](C)(C)Cl (dichlorodimethylsilane). Solvent: CCOCC (ether), hexanes. Reaction conditions: time 24 hour. The product is BrC1=C2C=C(C(C2=CC=C1)[Si](C)(C)C1C(=CC2=C(C=CC=C12)Br)C(C)C)C(C)C (Bis(4-bromo-2-isopropyl-1H-inden-1-yl)(dimethyl)silane). Reaction SMILES: [Br:1][C:2]1[CH:10]=[CH:9][CH:8]=[C:7]2[C:3]=1[CH:4]=[C:5]([CH:11]([CH3:13])[CH3:12])[CH2:6]2.[Li][CH2:15][CH2:16][CH2:17][CH3:18].Cl[Si:20](Cl)([CH3:22])[CH3:21].O>CCOCC>[Br:1][C:2]1[CH:10]=[CH:9][CH:8]=[C:7]2[C:3]=1[CH:4]=[C:5]([CH:11]([CH3:13])[CH3:12])[CH:6]2[Si:20]([CH:15]1[C:6]2[C:18](=[C:2]([Br:1])[CH:3]=[CH:4][CH:5]=2)[CH:17]=[C:16]1[CH:8]([CH3:9])[CH3:7])([CH3:22])[CH3:21]. Procedure details: To a solution of 23.7 g (100 mmol) of 4-bromo-2-isopropyl-1H-indene in 600 ml of ether, 40.0 ml (100 mmol) of 2.5 M nBuLi in hexanes was added at room temperature. The mixture was stirred for 24 h at this temperature, and then 6.45 g (50.0 mmol) of dichlorodimethylsilane was added. The resulting mixture was stirred for 36 h at ambient temperature, and then 200 ml of water was added. The organic layer was separated, dried over Na2SO4, and evaporated to dryness. The product was isolated by MPLC on... Reactants: CO, CN, COC(=O)c1cc(Cl)ccn1, Cl, C1CCOC1. Product: CNC(=O)c1cc(Cl)ccn1. RXN SMILES: [CH3:13][OH:14].[CH3:15][NH2:16].[CH3:2][O:3][C:4](=[O:5])[c:6]1[n:7][cH:8][cH:9][c:10]([Cl:12])[cH:11]1.[ClH:1].[O:17]1[CH2:18][CH2:19][CH2:20][CH2:21]1>>[O:3]=[C:4]([c:6]1[n:7][cH:8][cH:9][c:10]([Cl:12])[cH:11]1)[NH:16][CH3:15]. Reactants: ClC(Cl)Cl, ClCCl, [Na+], [Na+], O=C(OO)c1cccc(Cl)c1, O=S([O-])([O-])=S, Cc1ccc(-c2ccc3c(c2)C=C(C(=O)Nc2ccc(-c4ccccn4)cc2)CCO3)cc1. The product is Cc1ccc(-c2ccc3c(c2)C=C(C(=O)Nc2ccc(-c4cccc[n+]4[O-])cc2)CCO3)cc1. As a reaction SMILES: [CH:55]([Cl:56])([Cl:57])[Cl:58].[Cl:52][CH2:53][Cl:54].[Na+:50].[Na+:51].[OH:34][O:35][C:36]([c:37]1[cH:38][c:39]([Cl:40])[cH:41][cH:42][cH:43]1)=[O:44].[S:45]([O-:46])([O-:47])(=[O:48])=[S:49].[n:1]1[c:2](-[c:7]2[cH:8][cH:9][c:10]([NH:13][C:14](=[O:15])[C:16]3=[CH:22][c:21]4[c:20]([cH:26][cH:25][c:24](-[c:27]5[cH:28][cH:29][c:30]([CH3:33])[cH:31][cH:32]5)[cH:23]4)[O:19][CH2:18][CH2:17]3)[cH:11][cH:12]2)[cH:3][cH:4][cH:5][cH:6]1>>[n+:1]1([O-:34])[c:2](-[c:7]2[cH:8][cH:9][c:10]([NH:13][C:14](=[O:15])[C:16]3=[CH:22][c:21]4[c:20]([cH:26][cH:25][c:24](-[c:27]5[cH:28][cH:29][c:30]([CH3:33])[cH:31][cH:32]5)[cH:23]4)[O:19][CH2:18][CH2:17]3)[cH:11][cH:12]2)[cH:3][cH:4][cH:5][cH:6]1. Reactants: sterile aqueous solution, S(=O)(=O)([O-])[O-].[Mg+2] (magnesium sulphate), P(=O)(O)(O)[O-].[K+] (potassium dihydrogen phosphate), [OH-].[Na+] (sodium hydroxide), O=C([C@H](O)[C@@H](O)[C@H](O)[C@H](O)CO)[O-] (gluconate), O=C[C@H](O)[C@@H](O)[C@H](O)[C@H](O)CO (D-glucose), P(=O)(O)(O)[O-].[NH4+] (ammonium dihydrogen phosphate), O=C[C@H](O)[C@@H](O)[C@H](O)[C@H](O)CO (glucose). The solvent is O (H2O). Conditions: time 40 hour. The product is O=C([C@H](O)[C@@H](O)[C@H](O)[C@H](O)CO)[O-].[Na+] (Sodium gluconate). Reaction SMILES: O=C[C@@H]([C@H]([C@@H]([C@@H](CO)O)O)O)O.P([O-])(O)(O)=O.[NH4+].P([O-])(O)(O)=O.[K+].S([O-])([O-])(=O)=O.[Mg+2].[O:31]=[C:32]([O-:43])[C@@H:33]([C@H:35]([C@@H:37]([C@@H:39]([CH2:41][OH:42])[OH:40])[OH:38])[OH:36])[OH:34].[OH-].[Na+:45]>O>[O:31]=[C:32]([O-:43])[C@@H:33]([C@H:35]([C@@H:37]([C@@H:39]([CH2:41][OH:42])[OH:40])[OH:38])[OH:36])[OH:34].[Na+:45] |f:1.2,3.4,5.6,8.9,11.12|. Procedure: 10 l of a sterile aqueous solution which contains 1.5 kg of D-glucose.H2O, 10 g of dry corn steep nutrient, 10 g of ammonium dihydrogen phosphate, 10 g of potassium dihydrogen phosphate and 5 g of magnesium sulphate, and which has a pH value of 6.5, is inoculated, in a fermenter, with a shaken culture of Acetobacter suboxydans ATCC 621 at a temperature of 30° C., and the mixture is aerated, while stirring. A pH value of 5.5-6.0 is maintained by metering in sodium hydroxide solution. After about ... The reactants are N=1NC=2C=CC(=C3C2C1C1=C(CC3)C=CC=C1)CO (6,7-Dihydro-2H-benzo[6,7]cyclohepta[cd]indazol-5-ylmethanol). The reagents and catalysts are [O-2].[O-2].[Mn+4] (manganese dioxide). The product is N=1NC=2C=CC=C3C2C1C=1C(CC3)=C(C=CC1)C=O (6,7-Dihydro-2H-benzo[6,7]cyclohepta[cd]indazole-8-carboxaldehyde). Yield: 100.8%. RXN SMILES: [N:1]1[NH:2][C:3]2[CH:4]=[CH:5][C:6]([CH2:18][OH:19])=[C:7]3[CH2:13][CH2:12][C:11]4[CH:14]=[CH:15][CH:16]=[CH:17][C:10]=4[C:9]=1[C:8]=23>[O-2].[O-2].[Mn+4]>[N:1]1[NH:2][C:17]2[CH:16]=[CH:15][CH:14]=[C:11]3[CH2:12][CH2:13][C:7]4=[C:6]([CH:18]=[O:19])[CH:5]=[CH:4][CH:3]=[C:8]4[C:9]=1[C:10]=23 |f:1.2.3|. Reported procedure: 210 mg of 6,7-dihydro-2H-benzo[6,7]cyclohepta[cd]indazol-8-ylmethanol obtained in Example 1-h was treated by the procedure of Example 1-f using 500 mg of manganese dioxide, to give 210 mg of the title compound as a colorless powder. Reaction SMILES: [CH3:1][O:2][C:3]1[C:8]([O:9][CH3:10])=[CH:7][C:6]([CH2:11][CH2:12][CH:13](C(OCC)=O)C(OCC)=O)=[C:5]([N:24]2[CH:28]=[CH:27][CH:26]=[CH:25]2)[CH:4]=1.[OH-:29].[Na+].[CH2:31]([OH:33])[CH3:32]>>[CH3:1][O:2][C:3]1[C:8]([O:9][CH3:10])=[CH:7][C:6]([CH2:11][CH2:12][C:13]([O:33][CH2:31][CH3:32])=[O:29])=[C:5]([N:24]2[CH:25]=[CH:26][CH:27]=[CH:28]2)[CH:4]=1 |f:1.2|. Yields the product COC1=CC(=C(C=C1OC)CCC(=O)OCC)N1C=CC=C1 (Ethyl 3-(4,5-Dimethoxy-2-(1-pyrrolyl)phenyl)propionate). Run at temperature 150 celsius. Procedure: In 50 ml of ethanol was dissolved 3.1 g of diethyl (2-(4,5-dimethoxy-2-(1-pyrrolyl)phenyl)ethyl)malonate, and 5.0 ml of 35% sodium hydroxide was added to the solution, followed by heating under reflux for 3 hours. The solvent was removed under reduced pressure, and water was added to the residue. The residue was made acidic with concentrated hydrochloric acid and extracted with chloroform. The extract was dried over anhydrous sodium sulfate, and the solvent was removed under reduced pressure to ... The reactants are COC1=CC(=C(C=C1OC)CCC(C(=O)OCC)C(=O)OCC)N1C=CC=C1 (diethyl (2-(4,5-dimethoxy-2-(1-pyrrolyl)phenyl)ethyl)malonate), [OH-].[Na+] (sodium hydroxide), C(C)O (ethanol). Starting materials: Cl (HCl), FC1=CC=C(C=C1)C1=NC(=NN1)C1=CC=C(C=C1)[C@H]1CN(CCO1)C(=O)OC(C)(C)C ((S)-tert-Butyl 2-(4-(5-(4-fluorophenyl)-1H-1,2,4-triazol-3-yl)phenyl)morpholine-4-carboxylate), CCOCC (ether). Solvent: O1CCOCC1 (dioxane), O1CCOCC1 (dioxane). Reaction conditions: temperature 60 celsius, time 2 hour. Yields the product Cl.FC1=CC=C(C=C1)C1=NC(=NN1)C1=CC=C(C=C1)[C@H]1CNCCO1 ((S)-2-(4-(5-(4-fluorophenyl)-1H-1,2,4-triazol-3-yl)phenyl)morpholine hydrochloride). The yield is 99.0%. Reaction SMILES: [F:1][C:2]1[CH:7]=[CH:6][C:5]([C:8]2[NH:12][N:11]=[C:10]([C:13]3[CH:18]=[CH:17][C:16]([C@@H:19]4[O:24][CH2:23][CH2:22][N:21](C(OC(C)(C)C)=O)[CH2:20]4)=[CH:15][CH:14]=3)[N:9]=2)=[CH:4][CH:3]=1.[ClH:32].CCOCC>O1CCOCC1>[ClH:32].[F:1][C:2]1[CH:7]=[CH:6][C:5]([C:8]2[NH:12][N:11]=[C:10]([C:13]3[CH:14]=[CH:15][C:16]([C@@H:19]4[O:24][CH2:23][CH2:22][NH:21][CH2:20]4)=[CH:17][CH:18]=3)[N:9]=2)=[CH:4][CH:3]=1 |f:4.5|. Reported procedure: (S)-tert-Butyl 2-(4-(5-(4-fluorophenyl)-1H-1,2,4-triazol-3-yl)phenyl)morpholine-4-carboxylate (28 mg, 0.066 mmol) was dissolved in dioxane (0.5 ml) and a solution of HCl in dioxane (4M, 0.2 ml, 0.79 mmol) was added. The reaction mixture was stirred at 60° C. for 2 h. After cooling ether (2 ml) was added and the solid was filtered off. It was washed with ether and dried in vacuo to afford (S)-2-(4-(5-(4-fluorophenyl)-1H-1,2,4-triazol-3-yl)phenyl)morpholine hydrochloride (26 mg, 99%) as a white so...